This data is from the Open Reaction Database (ORD), a public repository of structured organic reaction records. The task is: describe an organic reaction: reactants, conditions, products, and yield Reactants: COC(C1=CC=C(C=C1)C(=O)N1CCN(CC1)C1=NC=CC=C1NC(C)C)=O (4-[1-[3-(isopropylamino)-2-pyridyl]piperazin-4-yl-carbonyl]benzoic acid methyl ester), NCCN1CCCCC1 (1-(2-aminoethyl)piperidine). The product is C(C)(C)NC=1C(=NC=CC1)N1CCN(CC1)C(=O)C1=CC=C(C=C1)C(NCCN1CCCCC1)=O (4-[1-[3-(Isopropylamino)-2-pyridyl]piperazin4-yl-carbonyl]-1-[N-[2-(piperidin-1-yl)ethyl]carbamoyl]benzene). Yield: 70.0%. Reaction SMILES: CO[C:3](=[O:28])[C:4]1[CH:9]=[CH:8][C:7]([C:10]([N:12]2[CH2:17][CH2:16][N:15]([C:18]3[C:23]([NH:24][CH:25]([CH3:27])[CH3:26])=[CH:22][CH:21]=[CH:20][N:19]=3)[CH2:14][CH2:13]2)=[O:11])=[CH:6][CH:5]=1.[NH2:29][CH2:30][CH2:31][N:32]1[CH2:37][CH2:36][CH2:35][CH2:34][CH2:33]1>>[CH:25]([NH:24][C:23]1[C:18]([N:15]2[CH2:16][CH2:17][N:12]([C:10]([C:7]3[CH:6]=[CH:5][C:4]([C:3](=[O:28])[NH:29][CH2:30][CH2:31][N:32]4[CH2:37][CH2:36][CH2:35][CH2:34][CH2:33]4)=[CH:9][CH:8]=3)=[O:11])[CH2:13][CH2:14]2)=[N:19][CH:20]=[CH:21][CH:22]=1)([CH3:26])[CH3:27]. Procedure: By the same procedure as described in the example 56, synthesis was carried out starting with 4-[1-[3-(isopropylamino)-2-pyridyl]piperazin-4-yl-carbonyl]benzoic acid methyl ester and using 1-(2-aminoethyl)piperidine. Then, the product was recrystallized using acetonitrile and hexane to give the desired compound. Starting materials: ClC1=NC(=C(C#N)C=C1)N1CCOCC1 (6-Chloro-2-morpholin-4-yl-nicotinonitrile), ClC1=NC(=C(C(=O)N)C=C1)N1CCOCC1 (6-Chloro-2-morpholin-4-yl-nicotinamide), P(=O)(Cl)(Cl)Cl (phosphorus oxychloride), N1=CC=CC=C1 (pyridine). The solvent is C(C)#N (acetonitrile). The product is ClC1=C(C(=O)N)C=CC(=N1)Cl (2,6-dichloro-nicotinamide). Isolated yield 91.0%. Reaction SMILES: [Cl:1]C1C=CC(C#N)=C(N2CCOCC2)N=1.[Cl:16][C:17]1[CH:25]=[CH:24][C:20]([C:21]([NH2:23])=[O:22])=[C:19](N2CCOCC2)[N:18]=1.P(Cl)(Cl)(Cl)=O.N1C=CC=CC=1>C(#N)C>[Cl:1][C:19]1[N:18]=[C:17]([Cl:16])[CH:25]=[CH:24][C:20]=1[C:21]([NH2:23])=[O:22]. Procedure details: Experimental procedure for synthesis of 6-chloro-2-morpholin-4-yl-nicotinonitrile (3) is the same as that described in synthesis of (D46). The reaction of 6-chloro-2-morpholin-4-yl-nicotinamide (2) (2.49 g) with phosphorus oxychloride (2.7 mL, 29 mmol) and pyridine (4.7 mL, 58 mmol) in acetonitrile (60 mL) gave a crude black oil upon workup. The black oil was fractionated by dry-pack column chromatography as follows: the oil was diluted with CH2Cl2 (300 mL) followed by the addition of silica gel... Starting materials: [Al+3], C1CCOC1, [H-], [H-], [H-], [H-], [Li+], COC(=O)c1ccccc1C1CCN(S(=O)(=O)c2cccc3ccccc23)CC1. Product: O=S(=O)(c1cccc2ccccc12)N1CCC(c2ccccc2CO)CC1. As a reaction SMILES: [Al+3:31].[CH2:36]1[O:37][CH2:38][CH2:39][CH2:40]1.[H-:30].[H-:33].[H-:34].[H-:35].[Li+:32].[c:1]1([S:11](=[O:12])(=[O:13])[N:14]2[CH2:15][CH2:16][CH:17]([c:20]3[c:21]([C:22](=[O:23])[O:24][CH3:25])[cH:26][cH:27][cH:28][cH:29]3)[CH2:18][CH2:19]2)[cH:2][cH:3][cH:4][c:5]2[cH:6][cH:7][cH:8][cH:9][c:10]12>>[c:1]1([S:11](=[O:12])(=[O:13])[N:14]2[CH2:15][CH2:16][CH:17]([c:20]3[c:21]([CH2:22][OH:23])[cH:26][cH:27][cH:28][cH:29]3)[CH2:18][CH2:19]2)[cH:2][cH:3][cH:4][c:5]2[cH:6][cH:7][cH:8][cH:9][c:10]12. Reactants: BrCC1=C(OC2=C1C=C(C=C2)Cl)C(=O)OCC (ethyl 3-bromomethyl-5-chloro-2-benzofurancarboxylate), COC(CNC)OC (methylaminoacetaldehyde dimethyl acetal), C([O-])([O-])=O.[K+].[K+] (potassium carbonate). Solvent: CC(=O)C (acetone). Conditions: time 30 hour. Yields the product ClC=1C=CC2=C(C(=C(O2)C(=O)OCC)CN(C)CC(OC)OC)C1 (ethyl 5-chloro-3-[N-(2,2 dimethoxyethyl)-N methyl(aminomethyl)]-2 -benzofurancarboxylate). RXN SMILES: Br[CH2:2][C:3]1[C:7]2[CH:8]=[C:9]([Cl:12])[CH:10]=[CH:11][C:6]=2[O:5][C:4]=1[C:13]([O:15][CH2:16][CH3:17])=[O:14].[CH3:18][O:19][CH:20]([O:24][CH3:25])[CH2:21][NH:22][CH3:23].C(=O)([O-])[O-].[K+].[K+]>CC(C)=O>[Cl:12][C:9]1[CH:10]=[CH:11][C:6]2[O:5][C:4]([C:13]([O:15][CH2:16][CH3:17])=[O:14])=[C:3]([CH2:2][N:22]([CH2:21][CH:20]([O:24][CH3:25])[O:19][CH3:18])[CH3:23])[C:7]=2[CH:8]=1 |f:2.3.4|. Procedure details: A mixture of ethyl 3-bromomethyl-5-chloro-2-benzofurancarboxylate (52.75 g, 0.166 mol), methylaminoacetaldehyde dimethyl acetal (19.0 g, 0.167 mol) and potassium carbonate (45 g) in dry acetone (600 ml) was stirred under argon for 30 hours, filtered and the filtrate evaporated. The residue was partitioned between ethyl ether and water and the organic phase was dried with magnesium sulfate, filtered, and concentrated to give ethyl 5-chloro-3-[N-(2,2 dimethoxyethyl)-N methyl(aminomethyl)]-2 -benzo... The reactants are CCCCOc1cc(C=C(OCC)C(=O)OC)ccc1-c1cccc(N(C)C(=O)NCCc2ccccc2)c1, CO, CC(=O)O, [Li+], C1CCOC1, [OH-], O, O. Yields the product CCCCOc1cc(C=C(OCC)C(=O)O)ccc1-c1cccc(N(C)C(=O)NCCc2ccccc2)c1. Reaction SMILES: [CH2:1]([CH2:2][CH2:3][CH3:4])[O:5][c:6]1[c:7](-[c:21]2[cH:22][c:23]([N:27]([C:28](=[O:29])[NH:30][CH2:31][CH2:32][c:33]3[cH:34][cH:35][cH:36][cH:37][cH:38]3)[CH3:39])[cH:24][cH:25][cH:26]2)[cH:8][cH:9][c:10]([CH:12]=[C:13]([C:14](=[O:15])[O:16][CH3:17])[O:18][CH2:19][CH3:20])[cH:11]1.[CH3:41][OH:42].[CH3:51][C:52](=[O:53])[OH:54].[Li+:50].[O:43]1[CH2:44][CH2:45][CH2:46][CH2:47]1.[OH-:49].[OH2:40].[OH2:48]>>[CH2:1]([CH2:2][CH2:3][CH3:4])[O:5][c:6]1[c:7](-[c:21]2[cH:22][c:23]([N:27]([C:28](=[O:29])[NH:30][CH2:31][CH2:32][c:33]3[cH:34][cH:35][cH:36][cH:37][cH:38]3)[CH3:39])[cH:24][cH:25][cH:26]2)[cH:8][cH:9][c:10]([CH:12]=[C:13]([C:14](=[O:15])[OH:16])[O:18][CH2:19][CH3:20])[cH:11]1. Reactants: C1CCOC1, CN(C)c1ccncc1, C(=NC1CCCCC1)=NC1CCCCC1, O=C(O)c1ccc(C(OCCCc2ccccc2)(c2ccccc2)c2cccc(OCCO)c2)cc1, O=C1CCC(=O)N1O. The product is O=C(ON1C(=O)CCC1=O)c1ccc(C(OCCCc2ccccc2)(c2ccccc2)c2cccc(OCCO)c2)cc1. RXN SMILES: [CH2:60]1[O:61][CH2:62][CH2:63][CH2:64]1.[CH3:65][N:66]([c:67]1[cH:68][cH:69][n:70][cH:71][cH:72]1)[CH3:73].[CH:37]1([N:38]=[C:39]=[N:40][CH:41]2[CH2:42][CH2:43][CH2:44][CH2:45][CH2:46]2)[CH2:47][CH2:48][CH2:49][CH2:50][CH2:51]1.[OH:1][CH2:2][CH2:3][O:4][c:5]1[cH:6][c:7]([C:11]([c:12]2[cH:13][cH:14][c:15]([C:16](=[O:17])[OH:18])[cH:19][cH:20]2)([O:21][CH2:22][CH2:23][CH2:24][c:25]2[cH:26][cH:27][cH:28][cH:29][cH:30]2)[c:31]2[cH:32][cH:33][cH:34][cH:35][cH:36]2)[cH:8][cH:9][cH:10]1.[OH:52][N:53]1[C:54](=[O:59])[CH2:55][CH2:56][C:57]1=[O:58]>>[OH:1][CH2:2][CH2:3][O:4][c:5]1[cH:6][c:7]([C:11]([c:12]2[cH:13][cH:14][c:15]([C:16]([O:17][N:53]3[C:54](=[O:59])[CH2:55][CH2:56][C:57]3=[O:58])=[O:18])[cH:19][cH:20]2)([O:21][CH2:22][CH2:23][CH2:24][c:25]2[cH:26][cH:27][cH:28][cH:29][cH:30]2)[c:31]2[cH:32][cH:33][cH:34][cH:35][cH:36]2)[cH:8][cH:9][cH:10]1. Run at time 18 hour. As a reaction SMILES: [CH2:1]([C@H:3]1[O:5][CH2:4]1)[Cl:2].[CH3:6][NH:7][SH:8](=[O:10])=[O:9].[NH:11]1[CH2:16]CN[CH2:13][CH2:12]1.[CH2:17](O)C>>[Cl:2][CH2:1][C@@H:3]([OH:5])[CH2:4][N:11]1[CH2:12][CH2:13][N:7]([S:8]([CH3:17])(=[O:10])=[O:9])[CH2:6][CH2:16]1 |f:1.2|. Procedure details: (S)-Epichlorohydrin (48.0 mL, 0.612 mol) was added to a stirred solution of piperazine N-methylsulfonamide (87.3 g, 0.532 mol) in ethanol (1.33 L) at room temperature. The reaction mixture was stirred for 18 h and the white solid precipitate which formed was collected by filtration and washed with ethanol to provide the title intermediate (107.7 g) as a white solid which was used without further purification. (m/z): [M+H]+ calcd for C8H17ClN2O3S, 257.07. found, 257.2. 1H-NMR (DMSO): δ(ppm) 5.09 ... Product: ClC[C@H](CN1CCN(CC1)S(=O)(=O)C)O ((S)-1-chloro-3-(4-methylsulfonyl-1-piperazinyl)-2-propanol). The reactants are C(Cl)[C@@H]1CO1 ((S)-Epichlorohydrin), CNS(=O)=O.N1CCNCC1 (piperazine N-methylsulfonamide), C(C)O (ethanol).